This data is from the Open Reaction Database (ORD), a public repository of structured organic reaction records. The task is: describe an organic reaction: reactants, conditions, products, and yield Starting materials: CC#N, Cl, C1CCN(C2CCC3(CC2)OCCO3)OC1. Yields the product O=C1CCC(N2CCCCO2)CC1. As a reaction SMILES: [CH3:18][C:19]#[N:20].[ClH:17].[O:1]1[CH2:3][CH2:2][O:4][C:5]12[CH2:6][CH2:7][CH:8]([N:11]1[O:12][CH2:13][CH2:14][CH2:15][CH2:16]1)[CH2:9][CH2:10]2>>[O:4]=[C:5]1[CH2:6][CH2:7][CH:8]([N:11]2[O:12][CH2:13][CH2:14][CH2:15][CH2:16]2)[CH2:9][CH2:10]1. The reactants are F[B-](F)(F)F, CC(C)(C)OC(=O)NCC(=O)O, CC#N, CCN(C(C)C)C(C)C, NC(c1ccccc1)c1ccc(Cl)cc1, Cl, CN(C)C(On1nnc2ccccc21)=[N+](C)C. Product: CC(C)(C)OC(=O)NCC(=O)NC(c1ccccc1)c1ccc(Cl)cc1. Reaction SMILES: [B-:38]([F:39])([F:40])([F:41])[F:42].[C:17]([CH3:18])([CH3:19])([CH3:20])[O:21][C:22](=[O:23])[NH:24][CH2:25][C:26](=[O:27])[OH:28].[CH3:60][C:61]#[N:62].[CH:29]([N:30]([CH2:31][CH3:32])[CH:33]([CH3:34])[CH3:35])([CH3:36])[CH3:37].[Cl:2][c:3]1[cH:4][cH:5][c:6]([CH:9]([c:10]2[cH:11][cH:12][cH:13][cH:14][cH:15]2)[NH2:16])[cH:7][cH:8]1.[ClH:1].[n:43]1([O:44][C:45]([N:46]([CH3:47])[CH3:48])=[N+:49]([CH3:50])[CH3:51])[c:52]2[cH:53][cH:54][cH:55][cH:56][c:57]2[n:58][n:59]1>>[Cl:2][c:3]1[cH:4][cH:5][c:6]([CH:9]([c:10]2[cH:11][cH:12][cH:13][cH:14][cH:15]2)[NH:16][C:26]([CH2:25][NH:24][C:22]([O:21][C:17]([CH3:18])([CH3:19])[CH3:20])=[O:23])=[O:27])[cH:7][cH:8]1.